Task: describe an organic reaction: reactants, conditions, products, and yield. Dataset: the Open Reaction Database (ORD), a public repository of structured organic reaction records Starting materials: COC(=O)N1C2C3C=CC(C2N1C(=O)OC)C3OC(C)=O (3,4-dimethoxycarbonyl-9-acetoxy-3,4-diazatricyclo[4,2,1,02,5 ]non-7-ene), [OH-].[Na+] (NaOH), [O-]Cl.[Na+] (NaOCl). Reaction conditions: time 1 hour. The product is OC1C2C3N=NC3C1C=C2 (9-hydroxy-3,4-diazatricyclo[4,2,1,02,5 ]nona-3,7-diene). RXN SMILES: COC([N:5]1[N:12](C(OC)=O)[CH:11]2[CH:6]1[CH:7]1[CH:17]([O:18]C(=O)C)[CH:10]2[CH:9]=[CH:8]1)=O.[OH-].[Na+].[O-]Cl.[Na+]>>[OH:18][CH:17]1[CH:10]2[CH:9]=[CH:8][CH:7]1[CH:6]1[CH:11]2[N:12]=[N:5]1 |f:1.2,3.4|. Procedure details: 92 parts of 3,4-dimethoxycarbonyl-9-acetoxy-3,4-diazatricyclo[4,2,1,02,5 ]non-7-ene and 570 parts of 20 percent strength aqueous NaOH were stirred for 3 hours at 70° C., after which 356 parts of 13 percent strength by weight aqueous NaOCl were added dropwise at 40° C. and stirring was continued for 1 hour at 40° C. The reaction mixture was extracted continuously for 12 hours with 300 parts of CH2Cl2, the organic phase was dried with MgSO4, treated with active charcoal and evaporated down, and th... Starting materials: [Al+3], C1CCOC1, O=C(c1ccccc1Cl)c1cccnc1-c1nnn(Cc2cc(C(F)(F)F)cc(C(F)(F)F)c2)c1-c1ccncc1, [H-], [H-], [H-], [H-], [Li+], O. Yields the product OC(c1ccccc1Cl)c1cccnc1-c1nnn(Cc2cc(C(F)(F)F)cc(C(F)(F)F)c2)c1-c1ccncc1. As a reaction SMILES: [Al+3:2].[CH2:49]1[O:50][CH2:51][CH2:52][CH2:53]1.[F:7][C:8]([c:9]1[cH:10][c:11]([CH2:12][n:13]2[n:14][n:15][c:16](-[c:24]3[n:25][cH:26][cH:27][cH:28][c:29]3[C:30](=[O:31])[c:32]3[c:33]([Cl:38])[cH:34][cH:35][cH:36][cH:37]3)[c:17]2-[c:18]2[cH:19][cH:20][n:21][cH:22][cH:23]2)[cH:39][c:40]([C:42]([F:43])([F:44])[F:45])[cH:41]1)([F:46])[F:47].[H-:1].[H-:4].[H-:5].[H-:6].[Li+:3].[OH2:48]>>[F:7][C:8]([c:9]1[cH:10][c:11]([CH2:12][n:13]2[n:14][n:15][c:16](-[c:24]3[n:25][cH:26][cH:27][cH:28][c:29]3[CH:30]([OH:31])[c:32]3[c:33]([Cl:38])[cH:34][cH:35][cH:36][cH:37]3)[c:17]2-[c:18]2[cH:19][cH:20][n:21][cH:22][cH:23]2)[cH:39][c:40]([C:42]([F:43])([F:44])[F:45])[cH:41]1)([F:46])[F:47]. Starting materials: COc1cc2c(Nc3ccc(C)c(OC(C)=O)c3)ncnc2cc1OCc1nc2ccccc2n1C, ClCCl, CO, Cl, [Na+], [OH-]. Product: Cl, COc1cc2c(Nc3ccc(C)c(O)c3)ncnc2cc1OCc1nc2ccccc2n1C. Reaction SMILES: [C:3](=[O:4])([CH3:5])[O:6][c:7]1[cH:8][c:9]([NH:10][c:11]2[n:12][cH:13][n:14][c:15]3[cH:16][c:17]([O:23][CH2:24][c:25]4[n:26][c:27]5[c:28]([n:29]4[CH3:30])[cH:31][cH:32][cH:33][cH:34]5)[c:18]([O:21][CH3:22])[cH:19][c:20]23)[cH:35][cH:36][c:37]1[CH3:38].[CH2:42]([Cl:43])[Cl:44].[CH3:40][OH:41].[ClH:39].[Na+:2].[OH-:1]>>[ClH:39].[OH:6][c:7]1[cH:8][c:9]([NH:10][c:11]2[n:12][cH:13][n:14][c:15]3[cH:16][c:17]([O:23][CH2:24][c:25]4[n:26][c:27]5[c:28]([n:29]4[CH3:30])[cH:31][cH:32][cH:33][cH:34]5)[c:18]([O:21][CH3:22])[cH:19][c:20]23)[cH:35][cH:36][c:37]1[CH3:38]. Starting materials: C(C(C)C)[Si](OC)(OC)OC (isobutyltrimethoxysilane), C(C)(C)[Mg]Cl (isopropylmagnesium chloride), C(C)NCC (diethylamine), C(C)NCC (diethylamine). Solvent: O1CCCC1 (tetrahydrofuran). Conditions: temperature 42.5 celsius. The product is C(C(C)C)[Si](OC)(OC)N(CC)CC (isobutyl(diethylamino)dimethoxysilane). Isolated yield 79.0%. RXN SMILES: C([Mg]Cl)(C)C.[CH2:6]([NH:8][CH2:9][CH3:10])[CH3:7].[CH2:11]([Si:15](OC)([O:18][CH3:19])[O:16][CH3:17])[CH:12]([CH3:14])[CH3:13]>O1CCCC1>[CH2:11]([Si:15]([N:8]([CH2:9][CH3:10])[CH2:6][CH3:7])([O:18][CH3:19])[O:16][CH3:17])[CH:12]([CH3:14])[CH3:13]. Procedure details: Following the same general procedure described in Example 1, a flask was charged with one mol of isopropylmagnesium chloride in 500 ml of tetrahydrofuran under a dry nitrogen atmosphere and stirred. To this was added 1.05 mol (76.8 g) of diethylamine over a period of one hour. During the addition of the diethylamine to the reaction mixture, the pot temperature was maintained at 40-45° C. After the addition was complete, the reaction mixture was refluxed for 30 minutes to complete the evolution o...